Dataset: the Open Reaction Database (ORD), a public repository of structured organic reaction records. Task: describe an organic reaction: reactants, conditions, products, and yield Starting materials: CO, COC(=O)c1cc2nc(Nc3c(Cl)cncc3Cl)sc2c2c1OC(C)(C)C2, [Na+], [OH-]. Product: CC1(C)Cc2c(c(C(=O)O)cc3nc(Nc4c(Cl)cncc4Cl)sc23)O1. Reaction SMILES: [CH3:30][OH:31].[Cl:1][c:2]1[cH:3][n:4][cH:5][c:6]([Cl:27])[c:7]1[NH:8][c:9]1[s:10][c:11]2[c:12]([n:13]1)[cH:14][c:15]([C:23](=[O:24])[O:25][CH3:26])[c:16]1[c:17]2[CH2:18][C:19]([CH3:21])([CH3:22])[O:20]1.[Na+:29].[OH-:28]>>[Cl:1][c:2]1[cH:3][n:4][cH:5][c:6]([Cl:27])[c:7]1[NH:8][c:9]1[s:10][c:11]2[c:12]([n:13]1)[cH:14][c:15]([C:23](=[O:24])[OH:25])[c:16]1[c:17]2[CH2:18][C:19]([CH3:21])([CH3:22])[O:20]1.